Dataset: the Open Reaction Database (ORD), a public repository of structured organic reaction records. Task: describe an organic reaction: reactants, conditions, products, and yield Starting materials: Cl (HCl), C(C1=CC=CC=C1)OC1=C(C=CC(=C1)[N+](=O)[O-])OC (2-(benzyloxy)-1-methoxy-4-nitrobenzene), CS(=O)C (DMSO), [OH-].[Na+] (NaOH). The solvent is O (water). Conditions: temperature 100 celsius. Yields the product C(C1=CC=CC=C1)OC1=C(C=CC(=C1)[N+](=O)[O-])O (2-(benzyloxy)-4-nitrophenol). The yield is 99.0%. Reaction SMILES: [CH2:1]([O:8][C:9]1[CH:14]=[C:13]([N+:15]([O-:17])=[O:16])[CH:12]=[CH:11][C:10]=1[O:18]C)[C:2]1[CH:7]=[CH:6][CH:5]=[CH:4][CH:3]=1.CS(C)=O.[OH-].[Na+].Cl>O>[CH2:1]([O:8][C:9]1[CH:14]=[C:13]([N+:15]([O-:17])=[O:16])[CH:12]=[CH:11][C:10]=1[OH:18])[C:2]1[CH:3]=[CH:4][CH:5]=[CH:6][CH:7]=1 |f:2.3|. Procedure: A 200 mL round bottomed flask is charged with 2-(benzyloxy)-1-methoxy-4-nitrobenzene (10.00 g, 38.6 mmol) and DMSO (30 mL). To the stirred suspension is added NaOH (10 N, 10 mL, 100 mmol), and the mixture is heated to 100° C. for 5 h. The solution is cooled to rt, and immersed in a water ice bath, and water (30 mL) is added to the solution. The pH is adjusted to ˜1 by addition of concentrated HCl (10 mL, 121 mmol). The solution is extracted once with toluene (80 mL). The organic phase is washed ... The reactants are O (water), Cl.CS(=O)(=O)N1CC2(CCNCC2)C2=CC=CC=C12 (1-Methanesulfonylspiro[indoline-3,4′-piperidine]hydrochloride), [OH-].[Na+] (sodium hydroxide), C1C(CC2=CC=CC=C12)NC(OC1=CC=CC=C1)=O (phenyl N-(2-indanyl)carbamate). Conditions: time 1 hour. Solvent: CS(=O)C (dimethyl sulfoxide). The product is C1C(CC2=CC=CC=C12)NC(=O)N1CCC2(CC1)CN(C1=CC=CC=C12)S(=O)(=O)C (N-(2-indanyl)-1-methanesulfonyl-spiro[indoline-3,4′-piperidine]-1′-carboxamide). Reaction SMILES: Cl.[CH3:2][S:3]([N:6]1[C:19]2[C:14](=[CH:15][CH:16]=[CH:17][CH:18]=2)[C:8]2([CH2:13][CH2:12][NH:11][CH2:10][CH2:9]2)[CH2:7]1)(=[O:5])=[O:4].[OH-].[Na+].[CH2:22]1[C:30]2[C:25](=[CH:26][CH:27]=[CH:28][CH:29]=2)[CH2:24][CH:23]1[NH:31][C:32](=O)[O:33]C1C=CC=CC=1.O>CS(C)=O>[CH2:24]1[C:25]2[C:30](=[CH:29][CH:28]=[CH:27][CH:26]=2)[CH2:22][CH:23]1[NH:31][C:32]([N:11]1[CH2:10][CH2:9][C:8]2([C:14]3[C:19](=[CH:18][CH:17]=[CH:16][CH:15]=3)[N:6]([S:3]([CH3:2])(=[O:4])=[O:5])[CH2:7]2)[CH2:13][CH2:12]1)=[O:33] |f:0.1,2.3|. Procedure details: 1-Methanesulfonylspiro[indoline-3,4′-piperidine]hydrochloride (60 mg) and 10M aqueous sodium hydroxide (33 μL) were added to a solution of phenyl N-(2-indanyl)carbamate (50 mg) in dimethyl sulfoxide (2 mL), and the mixture was stirred at room temperature for one hour. The reaction mixture was poured into water, and extracted with ethyl acetate. The organic layer was dried over anhydrous magnesium sulfate and concentrated. The residue was washed with ethyl acetate to give the title compound (65 m... Isolated yield 77.4%. Reactants: C(C=C)(=O)OC (methyl acrylate), C(C)(=O)O (Acetic acid), N1=CC(=CC=C1)C=O (3-pyridinecarboxaldehyde), [C-]#N.[Na+] (sodium cyanide). The solvent is CN(C=O)C (DMF), O (water), CN(C=O)C (dimethyl formamide), CN(C=O)C (DMF). Run at time 30 minute. Yields the product O=C(CCC(=O)OC)C=1C=NC=CC1 (Methyl 4-Oxo-4-(3-Pyridyl)butanoate). Isolated yield 22.3%. RXN SMILES: [N:1]1[CH:6]=[CH:5][CH:4]=[C:3]([CH:7]=[O:8])[CH:2]=1.[C-]#N.[Na+].[C:12]([O:16][CH3:17])(=[O:15])[CH:13]=[CH2:14].C(O)(=O)C>CN(C)C=O.O>[O:8]=[C:7]([C:3]1[CH:2]=[N:1][CH:6]=[CH:5][CH:4]=1)[CH2:14][CH2:13][C:12]([O:16][CH3:17])=[O:15] |f:1.2|. Reported procedure: A solution of 3-pyridinecarboxaldehyde (10.7 g) in dimethyl formamide (DMF, 20 mL) was added over 10 min. to a stirred solution of sodium cyanide (2.45 g) in DMF (80 mL) at room temperature under dry nitrogen. The solution was stirred for 30 min. and methyl acrylate (18.6 g) in DMF (80 mL) was added dropwise over 50 min. The reaction mixture was stirred for 3 h. Acetic acid (6.6 mL) and water (30 mL) were added and stirring was continued for 5 minutes. The mixture was concentrated, dissolved in ... Starting materials: FC1=C(OC2=CC=CC3=C2C=CO3)C=CC(=C1)[N+](=O)[O-] (4-(2-Fluoro-4-nitrophenoxy)-1-benzofuran). Reagents/catalysts: [Pt](=O)=O (platinum(IV) oxide). The solvent is C(C)O.O1CCCC1 (ethanol tetrahydrofuran). Run at time 2 hour. Yields the product O1C=CC2=C1C=CC=C2OC2=C(C=C(C=C2)N)F (4-(1-Benzofuran-4-yloxy)-3-fluorophenylamine). Reaction SMILES: [F:1][C:2]1[CH:17]=[C:16]([N+:18]([O-])=O)[CH:15]=[CH:14][C:3]=1[O:4][C:5]1[C:10]2[CH:11]=[CH:12][O:13][C:9]=2[CH:8]=[CH:7][CH:6]=1>C(O)C.O1CCCC1.[Pt](=O)=O>[O:13]1[C:9]2[CH:8]=[CH:7][CH:6]=[C:5]([O:4][C:3]3[CH:14]=[CH:15][C:16]([NH2:18])=[CH:17][C:2]=3[F:1])[C:10]=2[CH:11]=[CH:12]1 |f:1.2|. Procedure: Under argon, 150 mg (0.55 mmol) of 4-(2-fluoro-4-nitrophenoxy)-1-benzofuran (from example XXII) are initially charged in 5 ml of ethanol/tetrahydrofuran (1:1), platinum(IV) oxide is added and the mixture is hydrogenated under atmospheric pressure for 2 hours. The suspension is filtered off through CELITE (diatomaceous earth), the filtercake is washed with ethanol and the filtrate is concentrated using a rotary evaporator. Product: CC1=CC=2C3=C(N(C2C=C1)CCC=1C=NC(=CC1)C)CCNC3 (2,3,4,5-tetrahydro-8-methyl-5-(2-(6-methylpyridin-3-yl)ethyl)-1H-pyrido[4,3-b]indole). Reaction conditions: temperature 25 celsius, time 12 hour. The solvent is C(C)(=O)O (acetic acid). The reactants are CC1=CC=2C3=C(N(C2C=C1)CCC=1C=NC(=CC1)C)CCN(C3)C(=O)OCC(Cl)(Cl)Cl (2,2,2-trichloroethyl 3,4-dihydro-8-methyl-5-(2-(6-methylpyridin-3-yl)ethyl)-1H-pyrido[4,3-b]indole-2(5H)-carboxylate), N (ammonia). Yield: 122.8%. Reaction SMILES: [CH3:1][C:2]1[CH:10]=[CH:9][C:8]2[N:7]([CH2:11][CH2:12][C:13]3[CH:14]=[N:15][C:16]([CH3:19])=[CH:17][CH:18]=3)[C:6]3[CH2:20][CH2:21][N:22](C(OCC(Cl)(Cl)Cl)=O)[CH2:23][C:5]=3[C:4]=2[CH:3]=1.N>C(O)(=O)C.[Zn]>[CH3:1][C:2]1[CH:10]=[CH:9][C:8]2[N:7]([CH2:11][CH2:12][C:13]3[CH:14]=[N:15][C:16]([CH3:19])=[CH:17][CH:18]=3)[C:6]3[CH2:20][CH2:21][NH:22][CH2:23][C:5]=3[C:4]=2[CH:3]=1. The reagents and catalysts are [Zn] (Zn). Reported procedure: A mixture of 2,2,2-trichloroethyl 3,4-dihydro-8-methyl-5-(2-(6-methylpyridin-3-yl)ethyl)-1H-pyrido[4,3-b]indole-2(5H)-carboxylate (100 mg, 0.2 mmol) and Zn dust (120 mg, 1.9 mmol) in acetic acid (1.2 ml) was stirred at 25° C. for 12 h. The reaction mixture was basified with saturated aqueous ammonia and extracted with ethyl acetate. The organic layer was dried over anhydrous sodium sulfate and evaporated to obtain 75 mg of 2,3,4,5-tetrahydro-8-methyl-5-(2-(6-methylpyridin-3-yl)ethyl)-1H-pyrido[4... Starting materials: ClCCl, Cl, O=C1CN=C(c2ccccc2)c2cc([N+](=O)[O-])ccc2N1, NO, c1ccncc1. The product is NCC(=O)Nc1ccc([N+](=O)[O-])cc1C(=NO)c1ccccc1. Reaction SMILES: [CH2:31]([Cl:32])[Cl:33].[ClH:22].[N+:1](=[O:2])([O-:3])[c:4]1[cH:5][cH:6][c:7]2[c:8]([cH:21]1)[C:9]([c:15]1[cH:16][cH:17][cH:18][cH:19][cH:20]1)=[N:10][CH2:11][C:12](=[O:14])[NH:13]2.[NH2:23][OH:24].[cH:25]1[cH:26][cH:27][n:28][cH:29][cH:30]1>>[N+:1](=[O:2])([O-:3])[c:4]1[cH:5][cH:6][c:7]([NH:13][C:12]([CH2:11][NH2:10])=[O:14])[c:8]([C:9]([c:15]2[cH:16][cH:17][cH:18][cH:19][cH:20]2)=[N:23][OH:24])[cH:21]1. The reactants are O=C([O-])[O-], COS(=O)(=O)OC, CC(C)=O, CCOC(=O)Nc1c(Cl)ccnc1[N+](=O)[O-], [K+], [K+], O. The product is CCOC(=O)N(C)c1c(Cl)ccnc1[N+](=O)[O-]. Reaction SMILES: [C:17](=[O:18])([O-:19])[O-:20].[CH3:23][O:24][S:25]([O:26][CH3:27])(=[O:28])=[O:29].[CH3:30][C:31](=[O:32])[CH3:33].[Cl:1][c:2]1[c:3]([NH:11][C:12]([O:13][CH2:14][CH3:15])=[O:16])[c:4]([N+:8](=[O:9])[O-:10])[n:5][cH:6][cH:7]1.[K+:21].[K+:22].[OH2:34]>>[Cl:1][c:2]1[c:3]([N:11]([C:12]([O:13][CH2:14][CH3:15])=[O:16])[CH3:17])[c:4]([N+:8](=[O:9])[O-:10])[n:5][cH:6][cH:7]1. The reactants are NC[C@H]1N(CCC[C@H]1C)C(=O)C1=C(C=CC(=C1)C)C=1N=NC=CC1 (((2S,3R)-2-(aminomethyl)-3-methylpiperidin-1-yl)(5-methyl-2-(pyridazin-3-yl)phenyl)methanone), FC1=NC=C(C=C1)C(F)(F)F (2-fluoro-5-trifluoromethylpyridine). Product: C[C@H]1[C@H](N(CCC1)C(=O)C1=C(C=CC(=C1)C)C=1N=NC=CC1)CNC1=NC=C(C=C1)C(F)(F)F (((2S,3R)-3-methyl-2-(((5-(trifluoromethyl)pyridin-2-yl)amino)methyl)piperidin-1-yl)(5-methyl-2-(pyridazin-3-yl)phenyl)methanone). Reaction SMILES: [NH2:1][CH2:2][C@@H:3]1[C@H:8]([CH3:9])[CH2:7][CH2:6][CH2:5][N:4]1[C:10]([C:12]1[CH:17]=[C:16]([CH3:18])[CH:15]=[CH:14][C:13]=1[C:19]1[N:20]=[N:21][CH:22]=[CH:23][CH:24]=1)=[O:11].F[C:26]1[CH:31]=[CH:30][C:29]([C:32]([F:35])([F:34])[F:33])=[CH:28][N:27]=1>>[CH3:9][C@@H:8]1[CH2:7][CH2:6][CH2:5][N:4]([C:10]([C:12]2[CH:17]=[C:16]([CH3:18])[CH:15]=[CH:14][C:13]=2[C:19]2[N:20]=[N:21][CH:22]=[CH:23][CH:24]=2)=[O:11])[C@@H:3]1[CH2:2][NH:1][C:26]1[CH:31]=[CH:30][C:29]([C:32]([F:35])([F:34])[F:33])=[CH:28][N:27]=1. Procedure details: The title compound was prepared following the same general protocol as described for Example A1, using ((2S,3R)-2-(aminomethyl)-3-methylpiperidin-1-yl)(5-methyl-2-(pyridazin-3-yl)phenyl)methanone and 2-fluoro-5-trifluoromethylpyridine. ESI-MS (m/z): 470 [M+1]+.